Dataset: the Open Reaction Database (ORD), a public repository of structured organic reaction records. Task: describe an organic reaction: reactants, conditions, products, and yield Reactants: CO, Cl, O=C(c1cccc([N+](=O)[O-])c1)C1CCNCC1. Product: Cl, Nc1cccc(C(=O)C2CCNCC2)c1. As a reaction SMILES: [CH3:19][OH:20].[ClH:18].[N+:1]([O-:2])(=[O:3])[c:4]1[cH:5][c:6]([C:7](=[O:8])[CH:9]2[CH2:10][CH2:11][NH:12][CH2:13][CH2:14]2)[cH:15][cH:16][cH:17]1>>[ClH:18].[NH2:1][c:4]1[cH:5][c:6]([C:7](=[O:8])[CH:9]2[CH2:10][CH2:11][NH:12][CH2:13][CH2:14]2)[cH:15][cH:16][cH:17]1. The reactants are solution, C(C)(C)[N-]C(C)C.[Li+] (lithium diisopropylamide), CCCCCCC.O1CCCC1.C(C)C1=CC=CC=C1 (heptane tetrahydrofuran ethylbenzene), CCCCCC (Hexane), Cl (hydrochloric acid), C(C)(C)(C)NS(=O)(=O)C (N-t-butylmethanesulfonamide), n-butyl aldehyde. Product: C(C)(C)(C)NS(=O)(=O)CC(CCC)O (N-t-butyl-2-hydroxy-1-pentane-sulfonamide). Reaction conditions: temperature 5 celsius, time 20 minute. Run in O1CCCC1 (tetrahydrofuran), O1CCCC1 (tetrahydrofuran). Reported procedure: A 2.0 M solution of lithium diisopropylamide in heptane/tetrahydrofuran/ethylbenzene (400 ml) was cooled to −45 to −50° C. under nitrogen atmosphere. A solution (100 ml) of N-t-butylmethanesulfonamide (55.0 g) in tetrahydrofuran was added dropwise thereto for 20 minutes. After raising the temperature to 5° C. taking 1 hour, the solution was cooled again to −65° C. To the resulting solution was added dropwise a solution of n-butyl aldehyde (28.8 g) in tetrahydrofuran (100 ml) for 30 minutes. The ... RXN SMILES: C([N-]C(C)C)(C)C.[Li+].[C:9]([NH:13][S:14]([CH3:17])(=[O:16])=[O:15])([CH3:12])([CH3:11])[CH3:10].Cl.CCCCCC.CCCCCCC.[O:32]1[CH2:36][CH2:35][CH2:34][CH2:33]1.C(C1C=CC=CC=1)C>O1CCCC1>[C:9]([NH:13][S:14]([CH2:17][CH:33]([OH:32])[CH2:34][CH2:35][CH3:36])(=[O:16])=[O:15])([CH3:12])([CH3:11])[CH3:10] |f:0.1,5.6.7|. The reactants are C(Cl)Cl (CH2Cl2), CO (MeOH), C(C)(C)(C)OC(=O)NC1=CC=NC=C1C(=O)O (4-tert-Butoxycarbonylamino-nicotinic acid), C(=O)(C=1NC=CN1)C=1NC=CN1 (carbonyl-diimidazole). Run in CN(C)C=O (DMF). Run at temperature 60 celsius. Yields the product NC1=CC=NC=C1C(=O)N (4-Amino nicotinamide), C(C)(C)(C)OC(NC1=C(C=NC=C1)C(N)=O)=O ((3-Carbamoyl-pyridin-4-yl)-carbamic acid tert-butyl ester). Reaction SMILES: [C:1]([O:5][C:6]([NH:8][C:9]1[C:14]([C:15]([OH:17])=O)=[CH:13][N:12]=[CH:11][CH:10]=1)=[O:7])([CH3:4])([CH3:3])[CH3:2].C(C1NC=CN=1)(C1[NH:21]C=CN=1)=O.C(Cl)Cl.CO>CN(C=O)C>[NH2:8][C:9]1[C:14]([C:15]([NH2:21])=[O:17])=[CH:13][N:12]=[CH:11][CH:10]=1.[C:1]([O:5][C:6](=[O:7])[NH:8][C:9]1[CH:10]=[CH:11][N:12]=[CH:13][C:14]=1[C:15](=[O:17])[NH2:21])([CH3:4])([CH3:3])[CH3:2]. Reported procedure: 4-tert-Butoxycarbonylamino-nicotinic acid (1.0 g, 4.20 mmol) was suspended in dry DMF (50 mL) followed by carbonyl-diimidazole (CDI, 1.36 g, 8.40 mmol). The mixture was heated to 60° C. for 1 h, then cooled. Dry ammonia gas was slowly bubbled through this solution for 1 h, followed by evaporation of the mixture. The residue was dissolved in water (20 mL)/chloroform (50 mL) and shaken then the layers separated. The aqueous layer was extracted further with chloroform (3×50 mL) and the combined org... The reactants are BrC1=CC=C2C=CNC2=C1 (6-bromoindole), C(=O)([O-])[O-].[K+].[K+] (K2CO3), [H-].[Na+] (NaH), IC(C)C (2-iodopropane). Run in C1(=CC=CC=C1)C (toluene), CN(C)C=O (DMF), O (water). Yields the product BrC1=CC=C2C=CN(C2=C1)C(C)C (6-bromo-1-isopropylindole). Isolated yield 97.4%. Reaction SMILES: [Br:1][C:2]1[CH:10]=[C:9]2[C:5]([CH:6]=[CH:7][NH:8]2)=[CH:4][CH:3]=1.C([O-])([O-])=O.[K+].[K+].[H-].[Na+].I[CH:20]([CH3:22])[CH3:21]>C1(C)C=CC=CC=1.O.CN(C=O)C>[Br:1][C:2]1[CH:10]=[C:9]2[C:5]([CH:6]=[CH:7][N:8]2[CH:20]([CH3:22])[CH3:21])=[CH:4][CH:3]=1 |f:1.2.3,4.5|. Procedure: A mixture of 6-bromoindole (2.0 g, 10 mmol), K2CO3 (2.76 g, 20 mmol), NaH (0.48 g, 20 mmol), DMF (1 ml) and 2-iodopropane (8.5 g, 50 mmol) in 40 ml of toluene was heated at 90˜100° C. for 2 hr. The reaction mixture was diluted with water and extracted with ethyl acetate. The organic layer was dried over anhydrous sodium sulphate (Na2SO4), concentrated in vacuo and the residue purified by column chromatography on silica gel, eluting with hexanes, to give (2.32 g, 97%) of the title product. Starting materials: C(CC)(=O)N1C(OC2=C1C=CC=C2)=O (N-propionyl-2-benzoxazolone), CC(C=O)(C)C (trimethylacetaldehyde), aldehyde, enolate. Product: O[C@@H]([C@H](C(=O)N1C(OC2=C1C=CC=C2)=O)C)C(C)(C)C ((±)-N-[(2R*,3S*)-(3-hydroxy-2,4,4-trimethylpentanoyl)]-2-benzoxazolone). As a reaction SMILES: [C:1]([N:5]1[C:9]2[CH:10]=[CH:11][CH:12]=[CH:13][C:8]=2[O:7][C:6]1=[O:14])(=[O:4])[CH2:2][CH3:3].[CH3:15][C:16]([CH3:20])([CH3:19])[CH:17]=[O:18]>>[OH:18][C@H:17]([C:16]([CH3:20])([CH3:19])[CH3:15])[C@@H:2]([CH3:3])[C:1]([N:5]1[C:9]2[CH:10]=[CH:11][CH:12]=[CH:13][C:8]=2[O:7][C:6]1=[O:14])=[O:4]. Procedure: Prepared according to the method of paragraph C by reaction of N-propionyl-2-benzoxazolone with trimethylacetaldehyde. Slow addition of the aldehyde to the enolate solution over 1 hour at 0° C. gave a 9:1 ratio of the (2R*,3S*) and (2R*,3R*) isomers. The desired isomer was crystallized from 1:1 ether/hexanes, mp=90–2° C. 1H-NMR (CDCl3, 400 MHz): δ 8.04 (m, 1H), 7.23–7.29 (m, 3 H), 4.32 (dq,J=3, 7 Hz, 1H), 3.79 (d,J=10 Hz, 1H), 3.41 (dd, J=3,10 Hz, 1 H), 1.51 (d,J=7 Hz, 3 H), 0.94 (s, 9 H). 13C-N... The reactants are CC(C)(O)C(C(=O)O)N(Cc1ccccc1)Cc1ccccc1, C[Si](C)(C)[N-][Si](C)(C)C, O=[N+]([O-])c1cc(F)ccc1F, [K+], C1CCOC1. Product: CC(C)(Oc1ccc(F)cc1[N+](=O)[O-])C(C(=O)O)N(Cc1ccccc1)Cc1ccccc1. Reaction SMILES: [CH2:1]([c:2]1[cH:3][cH:4][cH:5][cH:6][cH:7]1)[N:8]([CH:9]([C:10](=[O:11])[OH:12])[C:13]([CH3:14])([CH3:15])[OH:16])[CH2:17][c:18]1[cH:19][cH:20][cH:21][cH:22][cH:23]1.[CH3:35][Si:36]([N-:37][Si:38]([CH3:39])([CH3:40])[CH3:41])([CH3:42])[CH3:43].[F:24][c:25]1[c:26]([N+:32](=[O:33])[O-:34])[cH:27][c:28]([F:31])[cH:29][cH:30]1.[K+:44].[O:45]1[CH2:46][CH2:47][CH2:48][CH2:49]1>>[CH2:1]([c:2]1[cH:3][cH:4][cH:5][cH:6][cH:7]1)[N:8]([CH:9]([C:10](=[O:11])[OH:12])[C:13]([CH3:14])([CH3:15])[O:16][c:25]1[c:26]([N+:32](=[O:33])[O-:34])[cH:27][c:28]([F:31])[cH:29][cH:30]1)[CH2:17][c:18]1[cH:19][cH:20][cH:21][cH:22][cH:23]1. Reactants: ClC=1C=CC2=C(N(C(C3=CN=CC=C23)=O)CC2CC2)C1 (8-chloro-6-(cyclopropylmethyl)benzo[c][2,7]naphthyridin-5(6H)-one), C([O-])([O-])=O.[Cs+].[Cs+] (cesium carbonate), C(=O)(OC(C)(C)C)N[C@@H](CC(C)C)CO (Boc-L-leucinol), C(C)(C)(C)P(C1=C(C=CC=C1)C1=C(C=C(C=C1C(C)C)C(C)C)C(C)C)C(C)(C)C (di-tert-butyl(2′,4′,6′-triisopropyl-[1,1′-biphenyl]-2-yl)phosphine). Reagents/catalysts: C(C)(=O)[O-].[Pd+2].C(C)(=O)[O-] (palladium(II)acetate). Solvent: C1(=CC=CC=C1)C (toluene). Run at temperature 80 celsius, time 8 hour. Product: C1(CC1)CN1C(C2=CN=CC=C2C2=C1C=C(C=C2)OC[C@H](CC(C)C)NC(OC(C)(C)C)=O)=O ((S)-tert-butyl (1-((6-(cyclopropylmethyl)-5-oxo-5,6-dihydrobenzo[c][2,7]naphthyridin-8-yl)oxy)-4-methylpentan-2-yl)carbamate). The yield is 49.0%. Reaction SMILES: Cl[C:2]1[CH:3]=[CH:4][C:5]2[C:14]3[C:9](=[CH:10][N:11]=[CH:12][CH:13]=3)[C:8](=[O:15])[N:7]([CH2:16][CH:17]3[CH2:19][CH2:18]3)[C:6]=2[CH:20]=1.C(=O)([O-])[O-].[Cs+].[Cs+].[C:27]([NH:34][C@H:35]([CH2:40][OH:41])[CH2:36][CH:37]([CH3:39])[CH3:38])([O:29][C:30]([CH3:33])([CH3:32])[CH3:31])=[O:28].C(P(C(C)(C)C)C1C=CC=CC=1C1C(C(C)C)=CC(C(C)C)=CC=1C(C)C)(C)(C)C>C1(C)C=CC=CC=1.C([O-])(=O)C.[Pd+2].C([O-])(=O)C>[CH:17]1([CH2:16][N:7]2[C:6]3[CH:20]=[C:2]([O:41][CH2:40][C@@H:35]([NH:34][C:27](=[O:28])[O:29][C:30]([CH3:31])([CH3:33])[CH3:32])[CH2:36][CH:37]([CH3:39])[CH3:38])[CH:3]=[CH:4][C:5]=3[C:14]3[C:9](=[CH:10][N:11]=[CH:12][CH:13]=3)[C:8]2=[O:15])[CH2:19][CH2:18]1 |f:1.2.3,7.8.9|. Procedure details: To a solution 8-chloro-6-(cyclopropylmethyl)benzo[c][2,7]naphthyridin-5(6H)-one (100 mg, 0.351 mmol) in anhydrous toluene (5 mL) at room temperature was added cesium carbonate (172 mg, 0.527 mmol) and Boc-L-leucinol (229 mg, 1.054 mmol) and the mixture was degassed with nitrogen for 5 min. The mixture was then treated with di-tert-butyl(2′,4′,6′-triisopropyl-[1,1′-biphenyl]-2-yl)phosphine (48.5 mg, 0.211 mmol) followed by palladium(II)acetate (23.65 mg, 0.105 mmol) and degassed for another 10 mi... The reactants are Brc1cc(Br)cc(COC2Cc3ccccc3C2N2CCNCC2)c1, CN(C)C=O, CCN(C(C)C)C(C)C, O=c1[nH]nc(CCl)[nH]1, ClCCl, Cl, Cl. Product: O=c1[nH]nc(CN2CCN(C3c4ccccc4CC3OCc3cc(Br)cc(Br)c3)CC2)[nH]1. As a reaction SMILES: [Br:3][c:4]1[cH:5][c:6]([CH2:7][O:8][CH:9]2[CH:10]([N:18]3[CH2:19][CH2:20][NH:21][CH2:22][CH2:23]3)[c:11]3[cH:12][cH:13][cH:14][cH:15][c:16]3[CH2:17]2)[cH:24][c:25]([Br:27])[cH:26]1.[CH3:45][N:46]([CH3:47])[CH:48]=[O:49].[CH:28]([N:29]([CH:30]([CH3:31])[CH3:32])[CH2:33][CH3:34])([CH3:35])[CH3:36].[Cl:37][CH2:38][c:39]1[nH:40][c:41](=[O:44])[nH:42][n:43]1.[Cl:50][CH2:51][Cl:52].[ClH:1].[ClH:2]>>[Br:3][c:4]1[cH:5][c:6]([CH2:7][O:8][CH:9]2[CH:10]([N:18]3[CH2:19][CH2:20][N:21]([CH2:38][c:39]4[nH:40][c:41](=[O:44])[nH:42][n:43]4)[CH2:22][CH2:23]3)[c:11]3[cH:12][cH:13][cH:14][cH:15][c:16]3[CH2:17]2)[cH:24][c:25]([Br:27])[cH:26]1. Starting materials: COc1ccc(S(=O)(=O)Cl)cc1OC, CC(C)NCCCNC(C)C. Yields the product COc1ccc(S(=O)(=O)N(CCCNC(C)C)C(C)C)cc1OC. RXN SMILES: [CH3:1][O:2][c:3]1[cH:4][c:5]([S:11](=[O:12])(=[O:13])[Cl:14])[cH:6][cH:7][c:8]1[O:9][CH3:10].[CH:15]([CH3:16])([CH3:17])[NH:18][CH2:19][CH2:20][CH2:21][NH:22][CH:23]([CH3:24])[CH3:25]>>[CH3:1][O:2][c:3]1[cH:4][c:5]([S:11](=[O:12])(=[O:13])[N:18]([CH:15]([CH3:16])[CH3:17])[CH2:19][CH2:20][CH2:21][NH:22][CH:23]([CH3:24])[CH3:25])[cH:6][cH:7][c:8]1[O:9][CH3:10].